This data is from the Open Reaction Database (ORD), a public repository of structured organic reaction records. The task is: describe an organic reaction: reactants, conditions, products, and yield Reactants: N1CCC(C(=O)N)CC1 (isonipecotamide), IC(C)C (2-iodopropane), C([O-])([O-])=O.[K+].[K+] (potassium carbonate). Product: C(C)(C)N1CCC(CC1)C(=O)N (1-Isopropylpiperidine-4-carboxamide). The yield is 94.1%. RXN SMILES: [NH:1]1[CH2:9][CH2:8][CH:4]([C:5]([NH2:7])=[O:6])[CH2:3][CH2:2]1.I[CH:11]([CH3:13])[CH3:12].C(=O)([O-])[O-].[K+].[K+]>>[CH:11]([N:1]1[CH2:9][CH2:8][CH:4]([C:5]([NH2:7])=[O:6])[CH2:3][CH2:2]1)([CH3:13])[CH3:12] |f:2.3.4|. Procedure details: Prepared from isonipecotamide (2.0 g, 15.6 mmol), 2-iodopropane (3.10 mL, 31.2 mmol) of potassium carbonate and (2.15 g, 5.6 mmol) according to the procedure used for Example 8 (Step A) to give 2.5 g of the title compound. The reactants are BrC=1C=C(C=2NC=3C=C(C=CC3C2N1)N1CCOCC1)C(=O)N (2-bromo-7-morpholino-5H-pyrido[3,2-b]indole-4-carboxamide), CC=1C=C(C=NC1)B(O)O (5-methylpyridin-3-ylboronic acid), C(=O)([O-])[O-].[Na+].[Na+] (Na2CO3). The reagents and catalysts are C1=CC=C(C=C1)P([C-]2C=CC=C2)C3=CC=CC=C3.C1=CC=C(C=C1)P([C-]2C=CC=C2)C3=CC=CC=C3.Cl[Pd]Cl.[Fe+2].C(Cl)Cl (PdCl2(dppf) CH2Cl2). Run in COCCOC (DME). Reaction conditions: temperature 110 celsius. Yields the product CC=1C=C(C=NC1)C=1C=C(C=2NC=3C=C(C=CC3C2N1)N1CCOCC1)C(=O)N (2-(5-Methylpyridin-3-yl)-7-morpholino-5H-pyrido[3,2-b]indole-4-carboxamide). Reaction SMILES: Br[C:2]1[CH:3]=[C:4]([C:21]([NH2:23])=[O:22])[C:5]2[NH:6][C:7]3[CH:8]=[C:9]([N:15]4[CH2:20][CH2:19][O:18][CH2:17][CH2:16]4)[CH:10]=[CH:11][C:12]=3[C:13]=2[N:14]=1.[CH3:24][C:25]1[CH:26]=[C:27](B(O)O)[CH:28]=[N:29][CH:30]=1.C([O-])([O-])=O.[Na+].[Na+]>C1C=CC(P(C2C=CC=CC=2)[C-]2C=CC=C2)=CC=1.C1C=CC(P(C2C=CC=CC=2)[C-]2C=CC=C2)=CC=1.Cl[Pd]Cl.[Fe+2].C(Cl)Cl.COCCOC>[CH3:24][C:25]1[CH:26]=[C:27]([C:2]2[CH:3]=[C:4]([C:21]([NH2:23])=[O:22])[C:5]3[NH:6][C:7]4[CH:8]=[C:9]([N:15]5[CH2:20][CH2:19][O:18][CH2:17][CH2:16]5)[CH:10]=[CH:11][C:12]=4[C:13]=3[N:14]=2)[CH:28]=[N:29][CH:30]=1 |f:2.3.4,5.6.7.8.9|. Reported procedure: 2-Bromo-7-morpholino-5H-pyrido[3,2-b]indole-4-carboxamide 325D (100 mg, 0.267 mmol), 5-methylpyridin-3-ylboronic acid (51.1 mg, 0.373 mmol), PdCl2(dppf)-CH2Cl2 adduct (10.88 mg, 0.013 mmol), and Na2CO3 (2M) (0.666 mL, 1.333 mmol) were mixed with DME (4 mL) in a sealed microwave vial. The mixture was flushed with N2 and heated at 110° C. in microwave for 1 hr. The mixture was filtered and then purified using preparative HPLC to give titled product. MS (ESI) m/z 387.97 (M+H)+. 1H NMR (DMSO-d6) δ p... Starting materials: C(C)OP(OCC)(=O)CCNCC1=C(C(C1=O)=O)N ([2-[(2-amino-3,4-dioxo-1-cyclobuten-1-yl)methylamino]ethyl]phosphonic acid diethyl ester), Br[Si](C)(C)C (bromotrimethylsilane). Solvent: ClCCCl (1,2-dichloroethane). Product: NC1=C(C(C1=O)=O)CNCCP(O)(O)=O ([2-[(2-Amino-3,4-dioxo-1-cyclobuten-1-yl)methylamino]ethyl]phosphonic acid). Isolated yield 57.6%. RXN SMILES: C([O:3][P:4]([CH2:9][CH2:10][NH:11][CH2:12][C:13]1[C:16](=[O:17])[C:15](=[O:18])[C:14]=1[NH2:19])(=[O:8])[O:5]CC)C.Br[Si](C)(C)C>ClCCCl>[NH2:19][C:14]1[C:15](=[O:18])[C:16](=[O:17])[C:13]=1[CH2:12][NH:11][CH2:10][CH2:9][P:4](=[O:3])([OH:8])[OH:5]. Reported procedure: A suspension of [2-[(2-amino-3,4-dioxo-1-cyclobuten-1-yl)methylamino]ethyl]phosphonic acid diethyl ester (660 mg, 2.3 mmol) in anhydrous 1,2-dichloroethane (20 mL) under nitrogen was treated with bromotrimethylsilane (2.0 mL, 15 mmol) and heated to reflux for 10 minutes. The yellow solution was concentrated and the resulting solid was dissolved in water (75 mL), washed with diethyl ether (2×50 mL) and evaporated. The solid was dissolved in boiling methanol, filtered, and concentrated with the ad... Reactants: ClC1=CC(=C(N)C=C1)C (4-chloro-2-methylaniline), BrCCCO (3-bromo-1-propanol), crude material. The solvent is ClCCl (dichloromethane). Run at temperature 100 celsius. The product is ClC1=CC(=C(C=C1)NCCCO)C (1-(4-Chloro-2-methyl-phenyl)amino-3-hydroxy-propane). Yield: 143.2%. As a reaction SMILES: [Cl:1][C:2]1[CH:8]=[CH:7][C:5]([NH2:6])=[C:4]([CH3:9])[CH:3]=1.Br[CH2:11][CH2:12][CH2:13][OH:14]>ClCCl>[Cl:1][C:2]1[CH:8]=[CH:7][C:5]([NH:6][CH2:11][CH2:12][CH2:13][OH:14])=[C:4]([CH3:9])[CH:3]=1. Procedure: A mixture of 4-chloro-2-methylaniline (35.7 g) and 3-bromo-1-propanol (8.75 g) was heated at 100° C. under nitrogen for 1 hour. After cooling, a solid mass formed which was partitioned between dichloromethane and 1N sodium hydroxide. The organic layer was washed with brine, dried over anhydrous potassium carbonate and concentrated in vacuo to give a brown oil. The crude material was dissolved in dichloromethane and absorbed onto a column of Merck-60 flash silica gel. Elution with a solvent gradi... Reactants: C(C)(C)(C)OC(=O)NCC(C(=O)O)C (3-((tert-butoxycarbonyl)amino)-2-methylpropanoic acid), C(C)N1C2=CC=CC=C2C=2C=C(C=CC12)CN ((9-ethyl-9H-carbazol-3-yl)methanamine). Product: C(C)N1C2=CC=CC=C2C=2C=C(C=CC12)CNC(C(CNC(OC(C)(C)C)=O)C)=O (tert-butyl (3-(((9-ethyl-9H-carbazol-3-yl)methyl)amino)-2-methyl-3-oxopropyl)carbamate). RXN SMILES: [C:1]([O:5][C:6]([NH:8][CH2:9][CH:10]([CH3:14])[C:11]([OH:13])=O)=[O:7])([CH3:4])([CH3:3])[CH3:2].[CH2:15]([N:17]1[C:29]2[CH:28]=[CH:27][C:26]([CH2:30][NH2:31])=[CH:25][C:24]=2[C:23]2[C:18]1=[CH:19][CH:20]=[CH:21][CH:22]=2)[CH3:16]>>[CH2:15]([N:17]1[C:29]2[CH:28]=[CH:27][C:26]([CH2:30][NH:31][C:11](=[O:13])[CH:10]([CH3:14])[CH2:9][NH:8][C:6](=[O:7])[O:5][C:1]([CH3:2])([CH3:3])[CH3:4])=[CH:25][C:24]=2[C:23]2[C:18]1=[CH:19][CH:20]=[CH:21][CH:22]=2)[CH3:16]. Procedure details: Using 3-((tert-butoxycarbonyl)amino)-2-methylpropanoic acid and (9-ethyl-9H-carbazol-3-yl)methanamine, and by the reaction and purification in the same manner as in the method described in Step 1 of Example 36, tert-butyl (3-(((9-ethyl-9H-carbazol-3-yl)methyl)amino)-2-methyl-3-oxopropyl)carbamate was obtained. Starting materials: COC(CC1=C(NC2=CC=C(C=C12)Cl)C(=O)C1=C(N=NS1)C)=O (methyl[5-chloro-2-(4-methyl-1,2,3-thiadiazole-5-carbonyl)-1H-indol-3-yl]acetate), Cl (HCl). The solvent is C(C)(=O)O (acetic acid). Product: ClC=1C=C2C(=C(NC2=CC1)C(=O)C1=C(N=NS1)C)CC(=O)O ([5-Chloro-2-(4-methyl-1,2,3-thiadiazole-5-carbonyl)-1H-indol-3-yl]acetic Acid). The yield is 80.0%. Reaction SMILES: C[O:2][C:3](=[O:23])[CH2:4][C:5]1[C:13]2[C:8](=[CH:9][CH:10]=[C:11]([Cl:14])[CH:12]=2)[NH:7][C:6]=1[C:15]([C:17]1[S:21][N:20]=[N:19][C:18]=1[CH3:22])=[O:16].Cl>C(O)(=O)C>[Cl:14][C:11]1[CH:12]=[C:13]2[C:8](=[CH:9][CH:10]=1)[NH:7][C:6]([C:15]([C:17]1[S:21][N:20]=[N:19][C:18]=1[CH3:22])=[O:16])=[C:5]2[CH2:4][C:3]([OH:23])=[O:2]. Reported procedure: A mixture of methyl[5-chloro-2-(4-methyl-1,2,3-thiadiazole-5-carbonyl)-1H-indol-3-yl]acetate (Example 228, 190 mg, 0.54 mmol), 2N aqueous HCl (4 ml), and acetic acid (20 ml) was heated at reflux temperature for 2 h. After cooling to room temperature, the mixture was concentrated. The crystalline residue was diluted with THF (100 ml) and dried (MgSO4) and concentrated. The residual solids were washed with ethyl acetate gave 145 mg (79%) of the title compound as yellow solids.